Dataset: the Open Reaction Database (ORD), a public repository of structured organic reaction records. Task: describe an organic reaction: reactants, conditions, products, and yield The reactants are CCc1cc2c(cc1OCc1ccccc1)CCC1C2CCC2(C)C(=CCO)CCC12, C1CCOC1, CI, [H-], [Na+], O. The product is CCc1cc2c(cc1OCc1ccccc1)CCC1C2CCC2(C)C(=CCOC)CCC12. Reaction SMILES: [CH2:1]([c:2]1[cH:3][cH:4][cH:5][cH:6][cH:7]1)[O:8][c:9]1[c:10]([CH2:30][CH3:31])[cH:11][c:12]2[c:24]([cH:25]1)[CH2:23][CH2:22][CH:21]1[CH:13]2[CH2:14][CH2:15][C:16]2([CH3:29])[C:17](=[CH:26][CH2:27][OH:28])[CH2:18][CH2:19][CH:20]21.[CH2:37]1[O:38][CH2:39][CH2:40][CH2:41]1.[CH3:34][I:35].[H-:33].[Na+:32].[OH2:36]>>[CH2:1]([c:2]1[cH:3][cH:4][cH:5][cH:6][cH:7]1)[O:8][c:9]1[c:10]([CH2:30][CH3:31])[cH:11][c:12]2[c:24]([cH:25]1)[CH2:23][CH2:22][CH:21]1[CH:13]2[CH2:14][CH2:15][C:16]2([CH3:29])[C:17](=[CH:26][CH2:27][O:28][CH3:34])[CH2:18][CH2:19][CH:20]21. Reactants: CC(C)=O, COC(=O)c1cc2cc(S(=O)(=O)Cl)sc2s1, [NH4+], [OH-]. Product: COC(=O)c1cc2cc(S(N)(=O)=O)sc2s1. As a reaction SMILES: [CH3:19][C:20](=[O:21])[CH3:22].[CH3:3][O:4][C:5](=[O:6])[c:7]1[cH:8][c:9]2[c:10]([s:11]1)[s:12][c:13]([S:15](=[O:16])(=[O:17])[Cl:18])[cH:14]2.[NH4+:1].[OH-:2]>>[NH2:1][S:15]([c:13]1[s:12][c:10]2[c:9]([cH:8][c:7]([C:5]([O:4][CH3:3])=[O:6])[s:11]2)[cH:14]1)(=[O:16])=[O:17]. Reactants: CC(C)(C)OC(=O)N1CCC[C@@H]1C(=O)O (N-α-t-BOC-D-proline), CO (methanol). The solvent is O1CCCC1 (tetrahydrofuran). The product is OC[C@@H]1N(CCC1)C(=O)OC(C)(C)C ((R)-2-(Hydroxymethyl)-1-pyrrolidinecarboxylic acid, 1,1-dimethylethyl ester). Yield: 99.7%. As a reaction SMILES: [CH3:1][C:2]([O:5][C:6]([N:8]1[C@@H:12]([C:13](O)=[O:14])[CH2:11][CH2:10][CH2:9]1)=[O:7])([CH3:4])[CH3:3].CO>O1CCCC1>[OH:14][CH2:13][C@H:12]1[CH2:11][CH2:10][CH2:9][N:8]1[C:6]([O:5][C:2]([CH3:4])([CH3:3])[CH3:1])=[O:7]. Procedure details: To a solution of 25.0 g of N-α-t-BOC-D-proline in 250 ml of tetrahydrofuran which is cooled to 0° C. is added dropwise 15 ml of 10M borane-methyl sulfide complex. The reaction is kept at around -20° C. during the addition followed by warming to room temperature and then is gently refluxed for one hour. The mixture is cooled to 0° C., 250 ml of methanol is added carefully and the reaction is evaporated in vacuo to give 23.3 g of a colorless oil which crystallizes on standing to a colorless solid,...